This data is from the Open Reaction Database (ORD), a public repository of structured organic reaction records. The task is: describe an organic reaction: reactants, conditions, products, and yield Reactants: CC(Oc1ccc(O)cc1)C(=O)C(C#N)C(=O)N1CCCC1, O=C([O-])[O-], CC#N, FC(F)(F)c1cnc(Cl)c(Cl)c1, [K+], [K+]. The product is CC(Oc1ccc(Oc2ncc(C(F)(F)F)cc2Cl)cc1)C(=O)C(C#N)C(=O)N1CCCC1. As a reaction SMILES: [C:13](#[N:14])[CH:15]([C:16]([CH:17]([CH3:18])[O:19][c:20]1[cH:21][cH:22][c:23]([OH:26])[cH:24][cH:25]1)=[O:27])[C:28](=[O:29])[N:30]1[CH2:31][CH2:32][CH2:33][CH2:34]1.[C:35](=[O:36])([O-:37])[O-:38].[CH3:41][C:42]#[N:43].[Cl:1][c:2]1[n:3][cH:4][c:5]([C:9]([F:10])([F:11])[F:12])[cH:6][c:7]1[Cl:8].[K+:39].[K+:40]>>[c:2]1([O:26][c:23]2[cH:22][cH:21][c:20]([O:19][CH:17]([C:16]([CH:15]([C:13]#[N:14])[C:28](=[O:29])[N:30]3[CH2:31][CH2:32][CH2:33][CH2:34]3)=[O:27])[CH3:18])[cH:25][cH:24]2)[n:3][cH:4][c:5]([C:9]([F:10])([F:11])[F:12])[cH:6][c:7]1[Cl:8]. Starting materials: C(C)OC(=O)C=1C=C2N(CCN(C2=CC1)C(=O)OC(C)(C)C)S(=O)(=O)C1=C(C=CC(=C1)Cl)OC (4-(5-chloro-2-methoxy-benzenesulfonyl)-3,4-dihydro-2H-quinoxaline-1,6-dicarboxylic acid 1-tert-butyl ester 6-ethyl ester), [OH-].[Na+] (NaOH). Solvent: O1CCCC1 (tetrahydrofuran), CO (methanol). Run at time 1 hour. Yields the product C(C)(C)(C)OC(=O)N1CCN(C2=CC(=CC=C12)C(=O)O)S(=O)(=O)C1=C(C=CC(=C1)Cl)OC (4-(5-Chloro-2-methoxy-benzenesulfonyl)-3,4-dihydro-2H-quinoxaline-1,6-dicarboxylic acid 1-tert-butyl ester). As a reaction SMILES: C([O:3][C:4]([C:6]1[CH:7]=[C:8]2[C:13](=[CH:14][CH:15]=1)[N:12]([C:16]([O:18][C:19]([CH3:22])([CH3:21])[CH3:20])=[O:17])[CH2:11][CH2:10][N:9]2[S:23]([C:26]1[CH:31]=[C:30]([Cl:32])[CH:29]=[CH:28][C:27]=1[O:33][CH3:34])(=[O:25])=[O:24])=[O:5])C.[OH-].[Na+]>O1CCCC1.CO>[C:19]([O:18][C:16]([N:12]1[C:13]2[C:8](=[CH:7][C:6]([C:4]([OH:5])=[O:3])=[CH:15][CH:14]=2)[N:9]([S:23]([C:26]2[CH:31]=[C:30]([Cl:32])[CH:29]=[CH:28][C:27]=2[O:33][CH3:34])(=[O:25])=[O:24])[CH2:10][CH2:11]1)=[O:17])([CH3:22])([CH3:21])[CH3:20] |f:1.2|. Procedure: A solution of 4-(5-chloro-2-methoxy-benzenesulfonyl)-3,4-dihydro-2H-quinoxaline-1,6-dicarboxylic acid 1-tert-butyl ester 6-ethyl ester (430 mg, 0.84 mmol) in tetrahydrofuran (10 mL) and methanol (10 mL) was treated with 2N NaOH (5 mL). The mixture was stirred at room temperature for 1 hour. The organic solvents were then partially removed and the residue acidified with HCl 1N (10 mL). The precipitate which formed was filtered, washing with water, and dried under high vacuum. 4-(5-Chloro-2-methox...